This data is from the Open Reaction Database (ORD), a public repository of structured organic reaction records. The task is: describe an organic reaction: reactants, conditions, products, and yield RXN SMILES: Br[CH:2]([C:15]1[CH:20]=[CH:19][C:18]([F:21])=[CH:17][N:16]=1)[C:3]([NH:5][C:6]1[CH:14]=[CH:13][CH:12]=[CH:11][C:7]=1[C:8]([NH2:10])=[O:9])=O.[CH3:22][O-:23].[Na+].CO>CO>[F:21][C:18]1[CH:19]=[CH:20][C:15]([CH:2]([O:23][CH3:22])[C:3]2[N:10]=[C:8]([OH:9])[C:7]3[C:6](=[CH:14][CH:13]=[CH:12][CH:11]=3)[N:5]=2)=[N:16][CH:17]=1 |f:1.2.3|. Procedure: To a 0.3 M solution of 2-(2-bromo-2-(5-fluoropyridin-2-yl)acetamido)benzamide in MeOH is added 25% sodium methoxide/MeOH (2 equiv) and the mixture is heated at 65° C. overnight or until the reaction is substantially complete. The mixture is concentrated under reduced pressure and the residue is purified by chromatography to afford 2-((5-fluoropyridin-2-yl)(methoxy)methyl)quinazolin-4-ol. Conditions: temperature 65 celsius. Run in CO (MeOH). Product: FC=1C=CC(=NC1)C(C1=NC2=CC=CC=C2C(=N1)O)OC (2-((5-fluoropyridin-2-yl)(methoxy)methyl)quinazolin-4-ol). Starting materials: solution, BrC(C(=O)NC1=C(C(=O)N)C=CC=C1)C1=NC=C(C=C1)F (2-(2-bromo-2-(5-fluoropyridin-2-yl)acetamido)benzamide), C[O-].[Na+].CO (sodium methoxide MeOH). Reactants: COC(=O)C=1SC(=CC1N=CN(C)C)C(=O)C1CCOCC1 (3-(Dimethylaminomethyleneamino)-5-(tetrahydropyran-4-carbonyl)thiophene-2-carboxylic acid methyl ester), CN1CCN(CCC1)C1=CC=C(C=C1)N (4-(4-methyl[1,4]diazepan-1-yl)phenylamine). Yields the product CN1CCN(CCC1)C1=CC=C(C=C1)N1C=NC2=C(C1=O)SC(=C2)C(=O)C2CCOCC2 (3-[4-(4-Methyl[1,4]diazepan-1-yl)phenyl]-6-(tetrahydropyran-4-carbonyl)-3H-thieno[3,2-d]pyrimidin-4-one). RXN SMILES: CO[C:3]([C:5]1[S:6][C:7]([C:15]([CH:17]2[CH2:22][CH2:21][O:20][CH2:19][CH2:18]2)=[O:16])=[CH:8][C:9]=1[N:10]=[CH:11][N:12]([CH3:14])C)=[O:4].[CH3:23][N:24]1[CH2:30][CH2:29][CH2:28][N:27]([C:31]2[CH:36]=[CH:35]C(N)=[CH:33][CH:32]=2)[CH2:26][CH2:25]1>>[CH3:23][N:24]1[CH2:30][CH2:29][CH2:28][N:27]([C:31]2[CH:36]=[CH:35][C:14]([N:12]3[C:3](=[O:4])[C:5]4[S:6][C:7]([C:15]([CH:17]5[CH2:18][CH2:19][O:20][CH2:21][CH2:22]5)=[O:16])=[CH:8][C:9]=4[N:10]=[CH:11]3)=[CH:33][CH:32]=2)[CH2:26][CH2:25]1. Procedure details: 3-(Dimethylaminomethyleneamino)-5-(tetrahydropyran-4-carbonyl)thiophene-2-carboxylic acid methyl ester and 4-(4-methyl[1,4]diazepan-1-yl)phenylamine were reacted by method A1. The product with the molecular weight of 452.58 (C24H28N4O3S) was obtained in this way; MS (EST): 453 (M+H+). Starting materials: ON=C1CCC=2C=CC=C(C12)C(=O)O (3-hydroxyimino-indan-4-carboxylic acid). Reagents/catalysts: [Zn] (zinc). Run in Cl (HCl), C(C)(=O)O (acetic acid). Run at temperature 90 celsius. Yields the product NC1CCC=2C=CC=C(C12)C(=O)O (3-Amino-indan-4-carboxylic acid). Isolated yield 34.1%. Reaction SMILES: O[N:2]=[C:3]1[C:11]2[C:10]([C:12]([OH:14])=[O:13])=[CH:9][CH:8]=[CH:7][C:6]=2[CH2:5][CH2:4]1>Cl.C(O)(=O)C.[Zn]>[NH2:2][CH:3]1[C:11]2[C:10]([C:12]([OH:14])=[O:13])=[CH:9][CH:8]=[CH:7][C:6]=2[CH2:5][CH2:4]1. Reported procedure: A mixture of the 3-hydroxyimino-indan-4-carboxylic acid (0.45 g, 2.35 mmol), zinc powder (0.72 g) in 1M HCl (10 ml) and glacial acetic acid (3 ml) was heated to 90° C. for 18 hours. The mixture was cooled to room temperature, the solid filtered off and the solvent removed by evaporation under reduced pressure. The residue was diluted with water (5 ml) and extracted with dichloromethane (3×10 ml) and ethyl acetate (5 ml). The aqueous fraction was purified by ion-exchange column (DOWEX™ 50WX2-100)... Starting materials: FC1=NC=C(C=C1C1=NC(=NC(=N1)C)N(CC1=CC=C(C=C1)OC)CC1=CC=C(C=C1)OC)CN1CCN(CC1)S(=O)(=O)C (4-(2-fluoro-5-((4-(methylsulfonyl)piperazin-1-yl)methyl)pyridin-3-yl)-N,N-bis(4-methoxybenzyl)-6-methyl-1,3,5-triazin-2-amine), CN1C=NC=2C1=NC=C(C2)N (3-methyl-3H-imidazo[4,5-b]pyridin-6-amine). Product: NC1=NC(=NC(=N1)C)C=1C(=NC=C(C1)CN1CCN(CC1)S(=O)(=O)C)NC=1C=C2C(=NC1)N(C=N2)C (N-(3-(4-Amino-6-Methyl-1,3,5-Triazin-2-yl)-5-((4-(Methylsulfonyl)Piperazin-1-yl)Methyl)Pyridin-2-yl)-3-Methyl-3H-Imidazo[4,5-B]Pyridin-6-Amine). Reaction SMILES: F[C:2]1[C:7]([C:8]2[N:13]=[C:12]([CH3:14])[N:11]=[C:10]([N:15](CC3C=CC(OC)=CC=3)CC3C=CC(OC)=CC=3)[N:9]=2)=[CH:6][C:5]([CH2:34][N:35]2[CH2:40][CH2:39][N:38]([S:41]([CH3:44])(=[O:43])=[O:42])[CH2:37][CH2:36]2)=[CH:4][N:3]=1.[CH3:45][N:46]1[C:50]2=[N:51][CH:52]=[C:53]([NH2:55])[CH:54]=[C:49]2[N:48]=[CH:47]1>>[NH2:15][C:10]1[N:11]=[C:12]([CH3:14])[N:13]=[C:8]([C:7]2[C:2]([NH:55][C:53]3[CH:54]=[C:49]4[N:48]=[CH:47][N:46]([CH3:45])[C:50]4=[N:51][CH:52]=3)=[N:3][CH:4]=[C:5]([CH2:34][N:35]3[CH2:40][CH2:39][N:38]([S:41]([CH3:44])(=[O:43])=[O:42])[CH2:37][CH2:36]3)[CH:6]=2)[N:9]=1. Procedure details: The title compound was prepared in an analogous manner to that described in Example 197 (starting from Step 2) using 4-(2-fluoro-5-((4-(methylsulfonyl)piperazin-1-yl)methyl)pyridin-3-yl)-N,N-bis(4-methoxybenzyl)-6-methyl-1,3,5-triazin-2-amine (388 mg, 0.624 mmol) and 3-methyl-3H-imidazo[4,5-b]pyridin-6-amine (Adesis) as starting materials. 1H NMR (400 MHz, d6-DMSO) δ 12.00 (s, 1H); 8.73 (d, J=2.3 Hz, 1H); 8.67 (m, 2H); 8.36 (s, 1H); 8.26 (d, J=2.5 Hz, 1H); 7.93 (br, 1H); 7.74 (br, 1H); 3.84 (s, ... The reactants are O=C([O-])[O-], CN(C)CCCl, CN(C)C=O, Cl, CC(C)(C)C(=O)Nc1ccc(-c2cc(=O)c3c(NC(=O)C(C)(C)C)c(F)c(O)c(F)c3o2)cc1F, [K+], [K+]. Yields the product CN(C)CCOc1c(F)c(NC(=O)C(C)(C)C)c2c(=O)cc(-c3ccc(NC(=O)C(C)(C)C)c(F)c3)oc2c1F. RXN SMILES: [C:36](=[O:37])([O-:38])[O-:39].[CH3:43][N:44]([CH2:45][CH2:46][Cl:47])[CH3:48].[CH3:49][N:50]([CH3:51])[CH:52]=[O:53].[ClH:42].[F:1][c:2]1[c:3]([OH:35])[c:4]([F:34])[c:5]2[c:6]([c:7](=[O:25])[cH:8][c:9](-[c:11]3[cH:12][c:13]([F:24])[c:14]([NH:17][C:18]([C:19]([CH3:20])([CH3:21])[CH3:22])=[O:23])[cH:15][cH:16]3)[o:10]2)[c:26]1[NH:27][C:28]([C:29]([CH3:30])([CH3:31])[CH3:32])=[O:33].[K+:40].[K+:41]>>[F:1][c:2]1[c:3]([O:35][CH2:46][CH2:45][N:44]([CH3:43])[CH3:48])[c:4]([F:34])[c:5]2[c:6]([c:7](=[O:25])[cH:8][c:9](-[c:11]3[cH:12][c:13]([F:24])[c:14]([NH:17][C:18]([C:19]([CH3:20])([CH3:21])[CH3:22])=[O:23])[cH:15][cH:16]3)[o:10]2)[c:26]1[NH:27][C:28]([C:29]([CH3:30])([CH3:31])[CH3:32])=[O:33]. Starting materials: C1(=CC=C(C=C1)C=O)C1=CC=CC=C1 (4-biphenyl aldehyde), OCC(=O)C1=CC=CC=C1 (2-hydroxyacetophenone), aldehyde. Solvent: [OH-].[Na+] (NaOH), C(C)O (ethyl alcohol), C(C)O (ethanol), [OH-].[Na+] (NaOH). Yields the product OC1=C(OC2=CC=CC=C2C1=O)C1=CC=CC=C1 (3-hydroxyflavone). RXN SMILES: [C:1]1(C2C=CC=CC=2)[CH:6]=[CH:5][C:4]([CH:7]=[O:8])=[CH:3][CH:2]=1.[OH:15][CH2:16][C:17]([C:19]1[CH:24]=[CH:23][CH:22]=[CH:21][CH:20]=1)=[O:18]>C(O)C.[OH-].[Na+]>[OH:15][C:16]1[C:7](=[O:8])[C:4]2[C:3](=[CH:2][CH:1]=[CH:6][CH:5]=2)[O:18][C:17]=1[C:19]1[CH:24]=[CH:23][CH:22]=[CH:21][CH:20]=1 |f:3.4|. Procedure details: 180 mg of 4'-vinyl, 4-biphenyl aldehyde was mixed with 0.3 ml of 2-hydroxyacetophenone in 30 ml of ethanol. In a separate flask, 2.0 gms of NaOH was dissolved in 10 ml of aq. ethyl alcohol (50%). An NaOH solution was slowly added to the aldehyde solution. The resulting solution slowly changed its color from green to yellow to dark red. The rest of the reaction was carried out according to the method described in Example 1(b) above, producing 4'styryl, 3-hydroxyflavone. The reactants are [BH4-], C1CCOC1, CO, CCOC(C)=O, Cl, [Na+], CCC(=O)c1cc2c(=O)n(NS(C)(=O)=O)c(=O)[nH]c2cc1C(F)(F)F, O. Yields the product CCC(O)c1cc2c(=O)n(NS(C)(=O)=O)c(=O)[nH]c2cc1C(F)(F)F. RXN SMILES: [BH4-:26].[CH2:29]1[O:30][CH2:31][CH2:32][CH2:33]1.[CH3:34][OH:35].[CH3:36][CH2:37][O:38][C:39]([CH3:40])=[O:41].[ClH:28].[Na+:27].[O:1]=[c:2]1[nH:3][c:4]2[cH:5][c:6]([C:22]([F:23])([F:24])[F:25])[c:7]([C:18]([CH2:19][CH3:20])=[O:21])[cH:8][c:9]2[c:10](=[O:17])[n:11]1[NH:12][S:13](=[O:14])(=[O:15])[CH3:16].[OH2:42]>>[O:1]=[c:2]1[nH:3][c:4]2[cH:5][c:6]([C:22]([F:23])([F:24])[F:25])[c:7]([CH:18]([CH2:19][CH3:20])[OH:21])[cH:8][c:9]2[c:10](=[O:17])[n:11]1[NH:12][S:13](=[O:14])(=[O:15])[CH3:16].